Dataset: the Open Reaction Database (ORD), a public repository of structured organic reaction records. Task: describe an organic reaction: reactants, conditions, products, and yield Starting materials: FC(C=1C=C(CN(C2=NC=C(C=N2)N2C(N(CC2)C)=O)[C@@H]2CN([C@@H](C2)CC)C2=NC(=NC=C2Cl)Cl)C=C(C1)C(F)(F)F)(F)F (1-(2-{(3,5-bis-trifluoromethyl-benzyl)-[(3S,5R)-1-(2,5-dichloro-pyrimidin-4-yl)-5-ethyl-pyrrolidin-3-yl]-amino}-pyrimidin-5-yl)-3-methyl-imidazolidin-2-one), N1CCC(CC1)O (piperidin-4-ol). The solvent is CC(C)O (i-PrOH). Reaction conditions: temperature 80 celsius, time 12 hour. Product: FC(C=1C=C(CN(C2=NC=C(C=N2)N2C(N(CC2)C)=O)[C@@H]2CN([C@@H](C2)CC)C2=NC(=NC=C2Cl)N2CCC(CC2)O)C=C(C1)C(F)(F)F)(F)F (1-[2-((3,5-bis-trifluoromethyl-benzyl)-{(3S,5R)-1-[5-chloro-2-(4-hydroxy-piperidin-1-yl)-pyrimidin-4-yl]-5-ethyl-pyrrolidin-3-yl}-amino)-pyrimidin-5-yl]-3-methyl-imidazolidin-2-one). Isolated yield 71.4%. As a reaction SMILES: [F:1][C:2]([F:44])([F:43])[C:3]1[CH:4]=[C:5]([CH:36]=[C:37]([C:39]([F:42])([F:41])[F:40])[CH:38]=1)[CH2:6][N:7]([C@H:21]1[CH2:25][C@@H:24]([CH2:26][CH3:27])[N:23]([C:28]2[C:33]([Cl:34])=[CH:32][N:31]=[C:30](Cl)[N:29]=2)[CH2:22]1)[C:8]1[N:13]=[CH:12][C:11]([N:14]2[CH2:18][CH2:17][N:16]([CH3:19])[C:15]2=[O:20])=[CH:10][N:9]=1.[NH:45]1[CH2:50][CH2:49][CH:48]([OH:51])[CH2:47][CH2:46]1>CC(O)C>[F:1][C:2]([F:44])([F:43])[C:3]1[CH:4]=[C:5]([CH:36]=[C:37]([C:39]([F:40])([F:42])[F:41])[CH:38]=1)[CH2:6][N:7]([C@H:21]1[CH2:25][C@@H:24]([CH2:26][CH3:27])[N:23]([C:28]2[C:33]([Cl:34])=[CH:32][N:31]=[C:30]([N:45]3[CH2:50][CH2:49][CH:48]([OH:51])[CH2:47][CH2:46]3)[N:29]=2)[CH2:22]1)[C:8]1[N:13]=[CH:12][C:11]([N:14]2[CH2:18][CH2:17][N:16]([CH3:19])[C:15]2=[O:20])=[CH:10][N:9]=1. Procedure: To a mixture of 1-(2-{(3,5-bis-trifluoromethyl-benzyl)-[(3S,5R)-1-(2,5-dichloro-pyrimidin-4-yl)-5-ethyl-pyrrolidin-3-yl]-amino}-pyrimidin-5-yl)-3-methyl-imidazolidin-2-one (30 mg, 0.05 mmol) in i-PrOH (1 mL) is added piperidin-4-ol (23 mg, 0.23 mmol). The reaction mixture is stirred at 80° C. for 12 hours. After removal of solvent, the mixture is washed with brine and extracted with EtOAc. The combined organic layer is dried over MgSO4 then concentrated under reduced pressure to give 1-[2-((3,5-... Reactants: C1CCOC1, [Li]CCCC, CSSC, COc1cccc2scnc12, O. The product is COc1cccc2sc(SC)nc12. As a reaction SMILES: [CH2:22]1[O:23][CH2:24][CH2:25][CH2:26]1.[CH3:12][CH2:13][CH2:14][CH2:15][Li:16].[CH3:17][S:18][S:19][CH3:20].[CH3:1][O:2][c:3]1[cH:4][cH:5][cH:6][c:7]2[c:8]1[n:9][cH:10][s:11]2.[OH2:21]>>[CH3:1][O:2][c:3]1[cH:4][cH:5][cH:6][c:7]2[c:8]1[n:9][c:10]([S:18][CH3:17])[s:11]2. Reactants: BrCC=1C=C(C(=O)OC)C=CC1Cl (methyl 3-bromomethyl-4-chlorobenzoate), [O-]C#N.[K+] (potassium cyanate), CO (methanol), CN(C=O)C (N,N-dimethylformamide). Run in C(C)(=O)OCC (ethyl acetate), O (water). Run at temperature 90 celsius, time 4 hour. The product is ClC1=C(C=C(C(=O)OC)C=C1)CNC(=O)OC (methyl 4-chloro-3-(methoxycarbonylaminomethyl)benzoate). RXN SMILES: Br[CH2:2][C:3]1[CH:4]=[C:5]([CH:10]=[CH:11][C:12]=1[Cl:13])[C:6]([O:8][CH3:9])=[O:7].[O-:14][C:15]#[N:16].[K+].CO.CN(C)[CH:22]=[O:23]>C(OCC)(=O)C.O>[Cl:13][C:12]1[CH:11]=[CH:10][C:5]([C:6]([O:8][CH3:9])=[O:7])=[CH:4][C:3]=1[CH2:2][NH:16][C:15]([O:23][CH3:22])=[O:14] |f:1.2|. Reported procedure: 16.0 g of the obtained methyl 3-bromomethyl-4-chlorobenzoate, 15.0 g of potassium cyanate and 35 ml of methanol were added to 200 ml of N,N-dimethylformamide, followed by stirring at 90° C. for 4 hours. After completion of the reaction, water was added to the reaction mixture, extraction with ethyl acetate was carried out, and the organic layer was dried over anhydrous magnesium sulfate. The solvent was distilled off under reduced pressure, and the obtained crude crystals were washed with isopro... The reactants are ClN1C(CCC1=O)=O (N-Chlorosuccinimide), C(C=C)#N (acrylonitrile), C([O-])(O)=O.[K+] (potassium bicarbonate), [Cl-].[Na+] (sodium chloride), Cl.N1=CC(=CC=C1)N\N=C\C(=O)O ((E)-2-((2-Pyridin-3-yl)hydrazono)acetic acid hydrochloride). Run in C(C)(=O)OCC (ethyl acetate), O (Water). Run at time 18 hour. The product is ClC1=NN(C(C1)C#N)C=1C=NC=CC1 (3-Chloro-1-(pyridine-3-yl)-4,5-dihydro-1H-pyrazole-5-carbonitrile). Isolated yield 71.9%. Reaction SMILES: [ClH:1].[N:2]1[CH:7]=[CH:6][CH:5]=[C:4]([NH:8]/[N:9]=[CH:10]/[C:11](O)=O)[CH:3]=1.Cl[N:15]1C(=O)C[CH2:17][C:16]1=O.C(#N)C=C.C(=O)(O)[O-].[K+].[Cl-].[Na+]>C(OCC)(=O)C.O>[Cl:1][C:10]1[CH2:11][CH:17]([C:16]#[N:15])[N:8]([C:4]2[CH:3]=[N:2][CH:7]=[CH:6][CH:5]=2)[N:9]=1 |f:0.1,4.5,6.7|. Procedure: (E)-2-((2-Pyridin-3-yl)hydrazono)acetic acid hydrochloride (2.00 g, 9.42 mmol) was stirred in ethyl acetate (47.1 mL). N-Chlorosuccinimide (2.36 g, 19.3 mmol), acrylonitrile (1.85 mL, 28.3 mmol) and potassium bicarbonate (2.86 g, 28.3 mmol) were added. Water (0.05 mL) was added and the mixture was stirred at room temperature for 18 hours. Saturated aqueous sodium chloride (brine, 50 mL) was added and the mixture was filtered through Celite®. The filter cake was washed with ethyl acetate (40 mL) ...